From a dataset of the Open Reaction Database (ORD), a public repository of structured organic reaction records. describe an organic reaction: reactants, conditions, products, and yield Starting materials: [BH4-], CCO, O=Cc1ccccc1, CC(N)C(=O)N1CCCC1C(=O)N1CCCC1C(=O)O, [Na+]. Yields the product CC(NCc1ccccc1)C(=O)N1CCCC1C(=O)N1CCCC1C(=O)O. As a reaction SMILES: [BH4-:29].[CH3:31][CH2:32][OH:33].[CH:21](=[O:22])[c:23]1[cH:24][cH:25][cH:26][cH:27][cH:28]1.[NH2:1][CH:2]([CH3:3])[C:4](=[O:5])[N:6]1[CH:7]([C:8](=[O:9])[N:10]2[CH:11]([C:12](=[O:13])[OH:14])[CH2:15][CH2:16][CH2:17]2)[CH2:18][CH2:19][CH2:20]1.[Na+:30]>>[NH:1]([CH:2]([CH3:3])[C:4](=[O:5])[N:6]1[CH:7]([C:8](=[O:9])[N:10]2[CH:11]([C:12](=[O:13])[OH:14])[CH2:15][CH2:16][CH2:17]2)[CH2:18][CH2:19][CH2:20]1)[CH2:21][c:23]1[cH:24][cH:25][cH:26][cH:27][cH:28]1. The reactants are O=C(OCCBr)c1ccccc1, O=C([O-])[O-], CN(C)C=O, CCOC(C)=O, [K+], [K+], CCOC(=O)C(=NO)C(C)=O. Product: CCOC(=O)C(=NOCCOC(=O)c1ccccc1)C(C)=O. RXN SMILES: [C:12]([c:13]1[cH:14][cH:15][cH:16][cH:17][cH:18]1)(=[O:19])[O:20][CH2:21][CH2:22][Br:23].[C:24](=[O:25])([O-:26])[O-:27].[CH3:30][N:31]([CH3:32])[CH:33]=[O:34].[CH3:35][CH2:36][O:37][C:38](=[O:39])[CH3:40].[K+:28].[K+:29].[OH:1][N:2]=[C:3]([C:4](=[O:5])[O:6][CH2:7][CH3:8])[C:9]([CH3:10])=[O:11]>>[O:1]([N:2]=[C:3]([C:4](=[O:5])[O:6][CH2:7][CH3:8])[C:9]([CH3:10])=[O:11])[CH2:22][CH2:21][O:20][C:12]([c:13]1[cH:14][cH:15][cH:16][cH:17][cH:18]1)=[O:19]. The reactants are [H-].[Na+] (NaH), N=1C=CN2C1CNCC2 (5,6,7,8-tetrahydroimidazo[1,2-a]pyrazine), ClC=1OC=2C(N1)=C(C=CC2)C(=O)OC (Methyl 2-chlorobenzoxazole-4-carboxylate). Solvent: C1CCOC1 (THF), C1CCOC1 (THF). Reaction conditions: time 10 minute. Product: N=1C=CN2C1CN(CC2)C=2OC=1C(N2)=C(C=CC1)C(=O)OC (methyl 2-(5,6-dihydroimidazo[1,2-a]pyrazin-7(8H)-yl)benzoxazole-4-carboxylate). The yield is 37.2%. RXN SMILES: [H-].[Na+].[N:3]1[CH:4]=[CH:5][N:6]2[CH2:11][CH2:10][NH:9][CH2:8][C:7]=12.Cl[C:13]1[O:14][C:15]2[C:16](=[C:18]([C:22]([O:24][CH3:25])=[O:23])[CH:19]=[CH:20][CH:21]=2)[N:17]=1>C1COCC1>[N:3]1[CH:4]=[CH:5][N:6]2[CH2:11][CH2:10][N:9]([C:13]3[O:14][C:15]4[C:16](=[C:18]([C:22]([O:24][CH3:25])=[O:23])[CH:19]=[CH:20][CH:21]=4)[N:17]=3)[CH2:8][C:7]=12 |f:0.1|. Reported procedure: To a solution of NaH (60% dispersion in mineral oil, 0.130 g, 3.25 mmol) in THF (10 mL) was added 5,6,7,8-tetrahydroimidazo[1,2-a]pyrazine (0.33 g, 2.71 mmol) and the reaction mixture stirred for 10 min. Methyl 2-chlorobenzoxazole-4-carboxylate (478 mg, 2.26 mmol), in THF (10 mL) was added and the reaction mixture was allowed to stir at room temperature 17 h. The reaction mixture was quenched with CH3OH (3 mL), and adsorbed onto silica gel (2 g). The crude product was purified by column chromato... The reactants are C1CCOC1, C[Mg+], COC(=O)c1cc2nc(C(F)(F)F)ccc2c(OS(=O)(=O)C(F)(F)F)c1[N+](=O)[O-], [Cl-], [Cl-], [Cl-], [Cl-], [In+3]. Yields the product COC(=O)c1cc2nc(C(F)(F)F)ccc2c(C)c1[N+](=O)[O-]. Reaction SMILES: [CH2:37]1[O:38][CH2:39][CH2:40][CH2:41]1.[CH3:6][Mg+:7].[CH3:8][O:9][C:10](=[O:11])[c:12]1[c:13]([N+:34](=[O:35])[O-:36])[c:14]([O:26][S:27]([C:28]([F:29])([F:30])[F:31])(=[O:32])=[O:33])[c:15]2[cH:16][cH:17][c:18]([C:22]([F:23])([F:24])[F:25])[n:19][c:20]2[cH:21]1.[Cl-:1].[Cl-:2].[Cl-:3].[Cl-:5].[In+3:4]>>[CH3:6][c:14]1[c:13]([N+:34](=[O:35])[O-:36])[c:12]([C:10]([O:9][CH3:8])=[O:11])[cH:21][c:20]2[c:15]1[cH:16][cH:17][c:18]([C:22]([F:23])([F:24])[F:25])[n:19]2. Starting materials: ClC(=O)OCC(C)C (Isobutyl chloroformate), CN1CCOCC1 (N-methylmorpholine), ice, COCC#CC(=O)O (4-methoxy-2-butynoic acid), NC=1C=C2C(=C(C=NC2=CC1)C#N)NC1=CC(=CC=C1)Br (6-amino-4-[(3-bromophenyl)amino]-3-quinolinecarbonitrile). Run in O1CCCC1 (tetrahydrofuran), N1=CC=CC=C1 (pyridine). Run at time 30 minute. Yields the product BrC=1C=C(C=CC1)NC1=C(C=NC2=CC=C(C=C12)NC(C#CCOC)=O)C#N (N-[4-[(3-Bromophenyl)amino]-3-cyano-6-quinolinyl]-4-methoxy-2-butynamide). Yield: 31.2%. Reaction SMILES: ClC(OCC(C)C)=O.CN1CCOCC1.[CH3:16][O:17][CH2:18][C:19]#[C:20][C:21]([OH:23])=O.[NH2:24][C:25]1[CH:26]=[C:27]2[C:32](=[CH:33][CH:34]=1)[N:31]=[CH:30][C:29]([C:35]#[N:36])=[C:28]2[NH:37][C:38]1[CH:43]=[CH:42][CH:41]=[C:40]([Br:44])[CH:39]=1>O1CCCC1.N1C=CC=CC=1>[Br:44][C:40]1[CH:39]=[C:38]([NH:37][C:28]2[C:27]3[C:32](=[CH:33][CH:34]=[C:25]([NH:24][C:21](=[O:23])[C:20]#[C:19][CH2:18][O:17][CH3:16])[CH:26]=3)[N:31]=[CH:30][C:29]=2[C:35]#[N:36])[CH:43]=[CH:42][CH:41]=1. Procedure details: Isobutyl chloroformate(0.410 g, 3.0 mmol) and N-methylmorpholine(0.910 g, 9.0 mmol) were added to an ice cold solution of 0.680 g (6.0 mmol) of 4-methoxy-2-butynoic acid in 20 mL of tetrahydrofuran under N2. After stirring for 30 min, a solution of 0.500 g (01.47 mmol) of 6-amino-4-[(3-bromophenyl)amino]-3-quinolinecarbonitrile in 10 mL of pyridine was added and the mixture was stirred at 0° C. for 2 h. The reaction was quenched with ice water, and then poured into saturated sodium bicarbonate a... Starting materials: C(CC(O)(C(=O)O)CC(=O)O)(=O)O (Citric acid), CN1N=C(C=2NC(=NC(C21)=O)C=2C(=C(C=CC2)S(=O)(=O)Cl)C2=CC=C(C=C2)OCC)CCC (3-(4,7-dihydro-1-methyl-7-oxo-3-propyl-1H-pyrazolo(4,3-d)pyrimidin-5-yl)-(4-ethoxyphenyl)benzene sulfonyl chloride), [OH-].[Na+] (NaOH), CN1CCNCC1 (N-methyl piperazine). The solvent is CC(=O)C (acetone), CC(=O)C (acetone). The product is CCCC=1C2=C(N(N1)C)C(=O)NC(=N2)C=3C=C(C=CC3OCC)S(=O)(=O)N4CCN(CC4)C.C(C(=O)O)C(CC(=O)O)(C(=O)O)O (sildenafil citrate). The yield is 72.0%. As a reaction SMILES: [CH3:1][N:2]1[C:10]2[C:9](=[O:11])[N:8]=[C:7]([C:12]3[C:13](C4C=CC(OCC)=CC=4)=[C:14]([S:18](Cl)(=[O:20])=[O:19])[CH:15]=[CH:16][CH:17]=3)[NH:6][C:5]=2[C:4]([CH2:31][CH2:32][CH3:33])=[N:3]1.[OH-].[Na+].[CH3:36][N:37]1[CH2:42][CH2:41][NH:40][CH2:39][CH2:38]1.[C:43]([OH:55])(=[O:54])[CH2:44][C:45]([CH2:50][C:51]([OH:53])=[O:52])([C:47]([OH:49])=[O:48])[OH:46]>CC(C)=O>[CH3:33][CH2:32][CH2:31][C:4]1[C:5]2[N:6]=[C:7]([C:12]3[CH:13]=[C:14]([S:18]([N:40]4[CH2:41][CH2:42][N:37]([CH3:36])[CH2:38][CH2:39]4)(=[O:19])=[O:20])[CH:15]=[CH:16][C:17]=3[O:46][CH2:45][CH3:44])[NH:8][C:9](=[O:11])[C:10]=2[N:2]([CH3:1])[N:3]=1.[CH2:50]([C:45]([OH:46])([C:47]([OH:49])=[O:48])[CH2:44][C:43]([OH:55])=[O:54])[C:51]([OH:53])=[O:52] |f:1.2,6.7|. Reported procedure: In a 3-necked flask, 3-(4,7-dihydro-1-methyl-7-oxo-3-propyl-1H-pyrazolo(4,3-d)pyrimidin-5-yl)-(4-ethoxyphenyl)benzene sulfonyl chloride (10 g, 0.024 mol) was mixed with acetone (100 ml) and NaOH (0.974 g, 47%) at room temperature. N-methyl piperazine (2.68 g, 0.027 mol) was added dropwise to the mixture. Thereafter, the reaction was stirred for 45 mm, additional acetone (100 ml) was added, and then the mixture was heated to reflux. Citric acid (5 g, 0.024 mol) was added, and a white precipitate ... Reactants: O=C([O-])[O-], CCOC(=O)c1cnc(-c2ccncc2)nc1Cl, Cc1ccccc1O, CC#N, [Cs+], [Cs+], O. Yields the product CCOC(=O)c1cnc(-c2ccncc2)nc1Oc1ccccc1C. Reaction SMILES: [C:27](=[O:28])([O-:29])[O-:30].[CH2:1]([CH3:2])[O:3][C:4](=[O:5])[c:6]1[c:7]([Cl:18])[n:8][c:9](-[c:12]2[cH:13][cH:14][n:15][cH:16][cH:17]2)[n:10][cH:11]1.[CH3:19][c:20]1[cH:21][cH:22][cH:23][cH:24][c:25]1[OH:26].[CH3:34][C:35]#[N:36].[Cs+:31].[Cs+:32].[OH2:33]>>[CH2:1]([CH3:2])[O:3][C:4](=[O:5])[c:6]1[c:7]([O:26][c:25]2[c:20]([CH3:19])[cH:21][cH:22][cH:23][cH:24]2)[n:8][c:9](-[c:12]2[cH:13][cH:14][n:15][cH:16][cH:17]2)[n:10][cH:11]1.